This data is from the Open Reaction Database (ORD), a public repository of structured organic reaction records. The task is: describe an organic reaction: reactants, conditions, products, and yield Yields the product NC=1C=C(C=CC1)C=1C=CC(=NC1)C(C)(C)O (5-(3-Aminophenyl)-2-(1-hydroxy-1-methylethyl)pyridine). Procedure: Following the procedure of Step 5 of Example 1, but substituting 3-aminophenylboronic acid for 3-acetyl phenylboronic acid and 5-bromo-2-(1-hydroxy-1-methylethyl)pyridine from Step 1 of Example 30 for N-isopropyl-1-(3-bromophenyl)-1,4-dihydro[1,8]naphthyridin-4-one-3-carboxamide, the 5-(3-Aminophenyl)-2-(1-hydroxy-1-methylethyl)pyridine compound was obtained as a solid. Starting materials: C(C)(=O)C=1C=C(C=CC1)B(O)O (3-acetyl phenylboronic acid), BrC=1C=CC(=NC1)C(C)(C)O (5-Bromo-2-(1-hydroxy-1-methylethyl)pyridine), C(C)(C)NC(=O)C1=CN(C2=NC=CC=C2C1=O)C1=CC(=CC=C1)Br (N-isopropyl-1-(3-bromophenyl)-1,4-dihydro[1,8]naphthyridin-4-one-3-carboxamide). Reaction SMILES: C(C1C=C(B(O)O)C=CC=1)(=O)C.Br[C:14]1[CH:15]=[CH:16][C:17]([C:20]([OH:23])([CH3:22])[CH3:21])=[N:18][CH:19]=1.C(NC(C1C(=O)C2C(=NC=CC=2)[N:32]([C:41]2[CH:46]=[CH:45][CH:44]=[C:43](Br)[CH:42]=2)C=1)=O)(C)C>>[NH2:32][C:41]1[CH:42]=[C:43]([C:14]2[CH:15]=[CH:16][C:17]([C:20]([OH:23])([CH3:22])[CH3:21])=[N:18][CH:19]=2)[CH:44]=[CH:45][CH:46]=1.